From a dataset of the Open Reaction Database (ORD), a public repository of structured organic reaction records. describe an organic reaction: reactants, conditions, products, and yield Product: COC1=CC=C(C=C1)CCCCN(C(NC=1SC(=CN1)SC(C(=O)O)(C)C)=O)[C@@H]1CC[C@H](CC1)C (2-{2-[3-[4-(4-Methoxy-phenyl)-butyl]-3-(trans-4-methyl-cyclohexyl)-ureido]-thiazol-5-ylsulfanyl}-2-methyl-propionic acid). Reaction SMILES: ClC1C=C(CCC[N:11]([C@H:25]2[CH2:30][CH2:29][C@H:28]([CH3:31])[CH2:27][CH2:26]2)[C:12](=[O:24])NC2SC(SCC(O)=O)=CN=2)C=CC=1.[CH3:32][O:33][C:34]1[CH:39]=[CH:38][C:37]([CH2:40][CH2:41][CH2:42][C:43](O)=O)=[CH:36][CH:35]=1.C([O:48][C:49](=[O:60])[C:50]([S:53][C:54]1[S:58][C:57]([NH2:59])=[N:56][CH:55]=1)([CH3:52])[CH3:51])C>>[CH3:32][O:33][C:34]1[CH:35]=[CH:36][C:37]([CH2:40][CH2:41][CH2:42][CH2:43][N:11]([C@H:25]2[CH2:30][CH2:29][C@H:28]([CH3:31])[CH2:27][CH2:26]2)[C:12](=[O:24])[NH:59][C:57]2[S:58][C:54]([S:53][C:50]([CH3:51])([CH3:52])[C:49]([OH:48])=[O:60])=[CH:55][N:56]=2)=[CH:38][CH:39]=1. Reported procedure: The compound was prepared following an analogous procedure to the one described for the synthesis of {2-[-3-[3-(3-chloro-phenyl)-propyl]-3-(trans-4-methyl-cyclohexyl)-ureido]-thiazol-5-ylsulfanyl}-acetic acid using 4-(4-methoxy-phenyl)-butyric-acid and 2-(2-amino-thiazol-5-ylsulfanyl)-2-methyl-propionic acid ethyl ester. Reactants: ClC=1C=C(C=CC1)CCCN(C(NC=1SC(=CN1)SCC(=O)O)=O)[C@@H]1CC[C@H](CC1)C ({2-[-3-[3-(3-chloro-phenyl)-propyl]-3-(trans-4-methyl-cyclohexyl)-ureido]-thiazol-5-ylsulfanyl}-acetic acid), COC1=CC=C(C=C1)CCCC(=O)O (4-(4-methoxy-phenyl)-butyric-acid), C(C)OC(C(C)(C)SC1=CN=C(S1)N)=O (2-(2-amino-thiazol-5-ylsulfanyl)-2-methyl-propionic acid ethyl ester). Starting materials: COC(CC(C)=O)=O (3-oxo-butyric acid methyl ester), R3—(CH2)m—NH2, C1(CCCCC1)N (cyclohexylamine), BrCC(=O)C1=CC(=CC=C1)C(F)(F)F (2-bromo-1-(3-trifluoromethyl-phenyl)-ethanone), C1(CC1)CN (cyclopropanemethylamine). Yields the product C1(CCCCC1)NC(=O)C1=C(N(C(=C1)C1=CC(=CC=C1)C(F)(F)F)CC1CC1)C (Cyclopropylmethyl-2-methyl-5-(3-trifluoromethyl-phenyl)-1H-pyrrole-3-carboxylic acid cyclohexylamide). Reaction SMILES: C[O:2][C:3](=O)[CH2:4][C:5](=O)[CH3:6].Br[CH2:10][C:11]([C:13]1[CH:18]=[CH:17][CH:16]=[C:15]([C:19]([F:22])([F:21])[F:20])[CH:14]=1)=O.[CH:23]1([CH2:26][NH2:27])[CH2:25][CH2:24]1.[CH:28]1([NH2:34])[CH2:33][CH2:32][CH2:31][CH2:30][CH2:29]1>>[CH:28]1([NH:34][C:3]([C:4]2[CH:10]=[C:11]([C:13]3[CH:18]=[CH:17][CH:16]=[C:15]([C:19]([F:22])([F:21])[F:20])[CH:14]=3)[N:27]([CH2:26][CH:23]3[CH2:25][CH2:24]3)[C:5]=2[CH3:6])=[O:2])[CH2:33][CH2:32][CH2:31][CH2:30][CH2:29]1. Procedure: The title compound was synthesized in analogy to Example 68, using 3-oxo-butyric acid methyl ester as compound of formula R, 2-bromo-1-(3-trifluoromethyl-phenyl)-ethanone as compound of formula S, cyclopropanemethylamine as R3—(CH2)m—NH2 and cyclohexylamine as R1R2NH, MS (ISP) 405.5 (M+H)+. RXN SMILES: [CH2:1]([Li:2])[CH2:3][CH2:4][CH3:5].[CH2:24]1[O:25][CH2:26][CH2:27][CH2:28]1.[CH:20]([CH3:21])=[O:22].[CH:6]([NH:7][CH:8]([CH3:9])[CH3:10])([CH3:11])[CH3:12].[Cl:13][c:14]1[cH:15][cH:16][cH:17][cH:18][n:19]1.[ClH:23].[OH2:29]>>[Cl:13][c:14]1[c:15]([CH:20]([CH3:21])[OH:22])[cH:16][cH:17][cH:18][n:19]1. Reactants: [Li]CCCC, C1CCOC1, CC=O, CC(C)NC(C)C, Clc1ccccn1, Cl, O. The product is CC(O)c1cccnc1Cl. Reactants: CC(C)(C)OC(=O)NN, CCO, O=C1CCOC1. The product is CC(C)(C)OC(=O)NN=C1CCOC1. RXN SMILES: [C:1]([CH3:2])([CH3:3])([CH3:4])[O:5][C:6](=[O:7])[NH:8][NH2:9].[CH3:16][CH2:17][OH:18].[O:10]1[CH2:11][C:12](=[O:15])[CH2:13][CH2:14]1>>[C:1]([CH3:2])([CH3:3])([CH3:4])[O:5][C:6](=[O:7])[NH:8][N:9]=[C:12]1[CH2:11][O:10][CH2:14][CH2:13]1. The reactants are Mn Zn ferrite, ferric sulfate, C(CCCCCCC\C=C/CCCCCCCC)(=O)[O-].[Na+] (sodium oleate), [OH-].[Na+] (sodium hydroxide), Cl (hydrochloric acid). The reagents and catalysts are S(=O)(=O)([O-])[O-].[Mn+2] (manganese sulfate), S(=O)(=O)([O-])[O-].[Zn+2] (zinc sulfate). The solvent is O (water). Reaction conditions: temperature 90 celsius. Yields the product Mn Zn ferrite, C(CCCCCCC\C=C/CCCCCCCC)(=O)O (oleic acid). Reaction SMILES: [OH-].[Na+].[C:3]([O-:22])(=[O:21])[CH2:4][CH2:5][CH2:6][CH2:7][CH2:8][CH2:9][CH2:10]/[CH:11]=[CH:12]\[CH2:13][CH2:14][CH2:15][CH2:16][CH2:17][CH2:18][CH2:19][CH3:20].[Na+].Cl>O.S([O-])([O-])(=O)=O.[Mn+2].S([O-])([O-])(=O)=O.[Zn+2]>[C:3]([OH:22])(=[O:21])[CH2:4][CH2:5][CH2:6][CH2:7][CH2:8][CH2:9][CH2:10]/[CH:11]=[CH:12]\[CH2:13][CH2:14][CH2:15][CH2:16][CH2:17][CH2:18][CH2:19][CH3:20] |f:0.1,2.3,6.7,8.9|. Procedure details: The fine magnetic particles are prepared by dissolving 0.1 mol of manganese sulfate, 0.4 mol of zinc sulfate and 0.5 mol of ferric sulfate in one liter of water, adding dropwise 6N sodium hydroxide to the aqueous solution while maintaining the temperature at 90° C. with stirring to reach a pH 11, whereby a colloid of Mn-Zn ferrite is formed. The liquid temperature is adjusted to 80° C., and 250 ml of a 10% sodium oleate solution is added to the mixture with stirring. After cooling the mixture to... The reactants are Cc1ccc(S(=O)(=O)Oc2nc(N)nc3c2CCCC32CCCC2)cc1, Cl, Cl, NCCNc1ccnc(N)n1. Yields the product Nc1nccc(NCCNc2nc(N)nc3c2CCCC32CCCC2)n1. As a reaction SMILES: [CH3:1][c:2]1[cH:3][cH:4][c:5]([S:6]([O:7][c:12]2[n:13][c:14]([NH2:26])[n:15][c:16]3[c:17]2[CH2:18][CH2:19][CH2:20][C:21]32[CH2:22][CH2:23][CH2:24][CH2:25]2)(=[O:8])=[O:9])[cH:10][cH:11]1.[ClH:27].[ClH:28].[NH2:29][CH2:30][CH2:31][NH:32][c:33]1[n:34][c:35]([NH2:39])[n:36][cH:37][cH:38]1>>[c:12]1([NH:29][CH2:30][CH2:31][NH:32][c:33]2[n:34][c:35]([NH2:39])[n:36][cH:37][cH:38]2)[n:13][c:14]([NH2:26])[n:15][c:16]2[c:17]1[CH2:18][CH2:19][CH2:20][C:21]21[CH2:22][CH2:23][CH2:24][CH2:25]1. The product is OC(CN1CCC(CC1)(C#N)C1=CC=CC=C1)CC1=CC=CC=C1 (1-(2-hydroxy-3-phenyl-propyl)-4-phenyl-piperidine-4-carbonitrile). Reaction SMILES: [C:1]1([C:7]2([C:13]#[N:14])[CH2:12][CH2:11][NH:10][CH2:9][CH2:8]2)[CH:6]=[CH:5][CH:4]=[CH:3][CH:2]=1.[O:15]1[CH2:24][CH:16]1[CH2:17][C:18]1[CH:23]=[CH:22][CH:21]=[CH:20][CH:19]=1>O1CCOCC1>[OH:15][CH:16]([CH2:17][C:18]1[CH:23]=[CH:22][CH:21]=[CH:20][CH:19]=1)[CH2:24][N:10]1[CH2:9][CH2:8][C:7]([C:1]2[CH:2]=[CH:3][CH:4]=[CH:5][CH:6]=2)([C:13]#[N:14])[CH2:12][CH2:11]1. Solvent: O1CCOCC1 (dioxane). Procedure: A mixture of 4-phenyl-piperidine-4-carbonitrile (6.3 g, 34 mmol) and (2.3-epoxypropyl)benzene (5.0 g, 37 mmol) in dioxane was refluxed for seven days. The solvent was evaporated and the residue was shaken between dilute sodium hydroxide and diethyl ether. The ether extract was dried over potassium carbonate, filtered and the product was converted to the hydrochloride as described in Example 5. Recrystallization from a mixture of ethanol and acetonitrile gave 10.0 g with m.p. 246°-249° C. Reactants: C1(=CC=CC=C1)C1(CCNCC1)C#N (4-phenyl-piperidine-4-carbonitrile), O1C(CC2=CC=CC=C2)C1 ((2.3-epoxypropyl)benzene).